From a dataset of the Open Reaction Database (ORD), a public repository of structured organic reaction records. describe an organic reaction: reactants, conditions, products, and yield Reactants: C(=O)(OC)C1CCC2(CC1)CC(=O)OC(C2)=O (4-carbomethoxycyclohexane-1,1-diacetic acid anhydride), N (ammonia). Run at time 1 hour. Yields the product C(=O)(OC)C1CCC2(CC(NC(C2)=O)=O)CC1 (9-Carbomethoxy-3-azaspiro[5.5]undecane-2,4-dione). Reaction SMILES: [C:1]([CH:5]1[CH2:10][CH2:9][C:8]2([CH2:16][C:15](=[O:17])O[C:12](=[O:13])[CH2:11]2)[CH2:7][CH2:6]1)([O:3][CH3:4])=[O:2].[NH3:18]>>[C:1]([CH:5]1[CH2:10][CH2:9][C:8]2([CH2:16][C:15](=[O:17])[NH:18][C:12](=[O:13])[CH2:11]2)[CH2:7][CH2:6]1)([O:3][CH3:4])=[O:2]. Procedure details: A mixture of 4-carbomethoxycyclohexane-1,1-diacetic acid anhydride and concentrated aqueous ammonia solution was slowly heated with a free flame until the temperature reached 200° C. where it was kept for 1 hour. After cooling the product was used in the next step without purification. Reactants: 474.6, C(C)(=O)C1=CC=CC=C1 (acetophenone), CO (methanol), BrBr (bromine), BrBr (bromine), Br (Hydrogen bromide), BrBr (bromine), 631.3. Run in O (water), O (water). Run at temperature 60 celsius. Product: OCC(=O)C1=CC=CC=C1 (α-hydroxy acetophenone). RXN SMILES: BrBr.[C:3]([C:6]1[CH:11]=[CH:10][CH:9]=[CH:8][CH:7]=1)(=[O:5])[CH3:4].C[OH:13].Br>O>[OH:13][CH2:4][C:3]([C:6]1[CH:11]=[CH:10][CH:9]=[CH:8][CH:7]=1)=[O:5]. Procedure details: About 13 parts of bromine was added with stirring to a mixture of 474.6 parts of acetophenone in about 640 parts of methanol, while the mixture was stirred and maintained at a temperature between 5°-10° C. Hydrogen bromide gas was then introduced into the mixture until bromine coloration disappeared, at which point an additional amount of bromine was added over a 2 hour period to make a total of 631.3 parts. There was then added 71 parts of water while the mixture was stirred and externally cool... Reported procedure: Reactions were run in 8 x 30 mm glass vial inserts in 96 well-plate Para-dox Aluminum Reaction Blocks. The reaction components were dosed according to the design shown in Figure S2 and Figure S3. First, the catalysts (2 umol per vial) and solid bases (20 umol per vial) were added by dosing 50 uL each of a stock solution in 1,2-dichloroethane (40 mM for catalysts, 0.4 M for bases) via single-channel pipette. The 1,2-dichloroethane was then removed via centrifugal evaporation using a Genevac EZ-2 ... Conditions: temperature 60 celsius, time 18 hour. Product: BrC1=CC(S(=O)(NC2=CC=C(OC)C=C2)=O)=CC(C(OC)=O)=C1, BrC1=CC(S(=O)(N(C2=CC=C(OC)C=C2)C3=CC=C(C=C3)OC)=O)=CC(C(OC)=O)=C1. Reagents/catalysts: [F-].[Cs+], CC(=O)[O-].CC(=O)[O-].[Cu+2]. The yield is 0.7%. Run in ClCCCl, ClCCCl. The reactants are BrC1=CC(S(=O)(N)=O)=CC(C(OC)=O)=C1, OB(O)C1=CC=C(OC)C=C1. Reaction SMILES: Br[C:2]1[CH:7]=[CH:6][CH:5]=[C:4]([C:8]2[O:12][CH:11]=[N:10][CH:9]=2)[N:3]=1.[NH2:13][C:14]1[CH:19]=[C:18]([CH3:20])[CH:17]=[CH:16][N:15]=1.CC([O-])(C)C.[Na+].C1(C)C=CC=CC=1>C1C=CC(/C=C/C(/C=C/C2C=CC=CC=2)=O)=CC=1.C1C=CC(/C=C/C(/C=C/C2C=CC=CC=2)=O)=CC=1.C1C=CC(/C=C/C(/C=C/C2C=CC=CC=2)=O)=CC=1.[Pd].[Pd].O>[CH3:20][C:18]1[CH:17]=[CH:16][N:15]=[C:14]([NH:13][C:2]2[CH:7]=[CH:6][CH:5]=[C:4]([C:8]3[O:12][CH:11]=[N:10][CH:9]=3)[N:3]=2)[CH:19]=1 |f:2.3,5.6.7.8.9|. Procedure details: A sealed tube with a teflon screw cap was charged with 2-bromo-6-oxazol-5-ylpyridine (4.00 g, 17.8 mmol), 2-amino-4-methylpyridine (2.30 g, 21.3 mmol), Pd2(dba)3 (320 mg, 0.349 mmol), (±)-BINAP (440 mg, 0.707 mmol), NaOtBu (2.40 g, 25.0 mmol) and anhydrous toluene (80 ml) and heated to 90° C. with stirring for 1 h. The cooled reaction mixture was treated with water and extracted with DCM. The combined organics were dried over MgSO4, filtered and evaporated under reduced pressure before purificat... Reactants: teflon, BrC1=NC(=CC=C1)C1=CN=CO1 (2-bromo-6-oxazol-5-ylpyridine), NC1=NC=CC(=C1)C (2-amino-4-methylpyridine), (±)-BINAP, CC(C)(C)[O-].[Na+] (NaOtBu), C1(=CC=CC=C1)C (toluene). Reaction conditions: temperature 90 celsius, time 1 hour. Yields the product CC1=CC(=NC=C1)NC1=NC(=CC=C1)C1=CN=CO1 ((4-methyl-pyridin-2-yl)-(6-oxazol-5-yl-pyridin-2-yl)-amine). Reagents/catalysts: C=1C=CC(=CC1)/C=C/C(=O)/C=C/C2=CC=CC=C2.C=1C=CC(=CC1)/C=C/C(=O)/C=C/C2=CC=CC=C2.C=1C=CC(=CC1)/C=C/C(=O)/C=C/C2=CC=CC=C2.[Pd].[Pd] (Pd2(dba)3). The solvent is O (water). The yield is 42.1%. The reactants are BrC1=C(C=C(C=C1)F)OCC (1-bromo-2-ethoxy-4-fluorobenzene), C[S-].[Na+] (sodium methanethiolate), O (Water), C(C)I (ethyl iodide). The solvent is CN(C)C=O (DMF). Run at temperature 65 celsius, time 2 hour. The product is BrC1=C(C=C(C=C1)SC)OCC (1-bromo-2-ethoxy-4-(methylsulfanyl)benzene). Isolated yield 73.1%. Reaction SMILES: [Br:1][C:2]1[CH:7]=[CH:6][C:5](F)=[CH:4][C:3]=1[O:9][CH2:10][CH3:11].[CH3:12][S-:13].[Na+].C(I)C.O>CN(C=O)C>[Br:1][C:2]1[CH:7]=[CH:6][C:5]([S:13][CH3:12])=[CH:4][C:3]=1[O:9][CH2:10][CH3:11] |f:1.2|. Procedure details: To a stirred solution of 1-bromo-2-ethoxy-4-fluorobenzene (2.0 g) in DMF (20 mL) was added sodium methanethiolate (1.66 g). The mixture was stirred for 2 h at 65° C. The mixture was cooled to room temperature and ethyl iodide (1.3 mL) was added. The mixture was stirred at room temperature for 1 h. Water was added and the mixture was extracted with ethyl acetate. The organic phase was washed with saturated sodium chloride solution, dried (sodium sulfate) and the solvent was removed in vacuum. Sil... Starting materials: Cc1cc(C(=O)OC(C)C)cnc1NC(C)C, Cl. Product: Cc1cc(C(=O)O)cnc1NC(C)C. As a reaction SMILES: [CH:1]([CH3:2])([CH3:3])[O:4][C:5]([c:6]1[cH:7][n:8][c:9]([NH:13][CH:14]([CH3:15])[CH3:16])[c:10]([CH3:12])[cH:11]1)=[O:17].[ClH:18]>>[O:4]=[C:5]([c:6]1[cH:7][n:8][c:9]([NH:13][CH:14]([CH3:15])[CH3:16])[c:10]([CH3:12])[cH:11]1)[OH:17]. The reactants are C(C)NC=1C=C(C=CC1C)C1=CC=C(C=C1)F (N-ethyl-4′-fluoro-4-methylbiphenyl-3-amine), ClC1=CC(=C(C=C1)NC(COCC(=O)O)=O)C(=O)OC ((2-([4-chloro-2-(methoxycarbonyl)phenyl]amino)-2-oxoethoxy)acetic acid). Product: ClC=1C=CC(=C(C(=O)O)C1)NC(COCC(=O)N(C=1C=C(C=CC1C)C1=CC=C(C=C1)F)CC)=O (5-chloro-2-[((2-[ethyl(4′-fluoro-4-methylbiphenyl-3-yl)amino]-2-oxoethoxy)acetyl)amino]benzoic acid). Procedure: Using the same method as in Example 15-(i), N-ethyl-4′-fluoro-4-methylbiphenyl-3-amine was reacted with the (2-([4-chloro-2-(methoxycarbonyl)phenyl]amino)-2-oxoethoxy)acetic acid obtained in Example 1-(i) to give 5-chloro-2-[((2-[ethyl(4′-fluoro-4-methylbiphenyl-3-yl)amino]-2-oxoethoxy)acetyl)amino]benzoic acid.methyl ester (yield: 79%). Reaction SMILES: [CH2:1]([NH:3][C:4]1[CH:5]=[C:6]([C:11]2[CH:16]=[CH:15][C:14]([F:17])=[CH:13][CH:12]=2)[CH:7]=[CH:8][C:9]=1[CH3:10])[CH3:2].[Cl:18][C:19]1[CH:24]=[CH:23][C:22]([NH:25][C:26](=[O:33])[CH2:27][O:28][CH2:29][C:30]([OH:32])=O)=[C:21]([C:34]([O:36]C)=[O:35])[CH:20]=1>>[Cl:18][C:19]1[CH:24]=[CH:23][C:22]([NH:25][C:26](=[O:33])[CH2:27][O:28][CH2:29][C:30]([N:3]([CH2:1][CH3:2])[C:4]2[CH:5]=[C:6]([C:11]3[CH:16]=[CH:15][C:14]([F:17])=[CH:13][CH:12]=3)[CH:7]=[CH:8][C:9]=2[CH3:10])=[O:32])=[C:21]([CH:20]=1)[C:34]([OH:36])=[O:35].